Dataset: the Open Reaction Database (ORD), a public repository of structured organic reaction records. Task: describe an organic reaction: reactants, conditions, products, and yield The reactants are N1N=CN=C1 (1,2,4-triazole), ClC=1N=C(C2=C(N1)SC(=C2)[N+](=O)[O-])NCC2=CC(=C(C=C2)OC)Cl (2-chloro-6-nitro-4-(3-chloro-4-methoxybenzylamino)-thieno-[2,3-d]-pyrimidine). Yields the product N1(N=CN=C1)C=1N=C(C2=C(N1)SC(=C2)[N+](=O)[O-])NCC2=CC(=C(C=C2)OC)Cl (2-(1,2,4-triazol-1-yl)-6-nitro-4-(3-chloro-4-methoxybenzylamino)-thieno-[2,3-d]-pyrimidine). Reaction SMILES: [NH:1]1[CH:5]=[N:4][CH:3]=[N:2]1.Cl[C:7]1[N:8]=[C:9]([NH:19][CH2:20][C:21]2[CH:26]=[CH:25][C:24]([O:27][CH3:28])=[C:23]([Cl:29])[CH:22]=2)[C:10]2[CH:15]=[C:14]([N+:16]([O-:18])=[O:17])[S:13][C:11]=2[N:12]=1>>[N:1]1([C:7]2[N:8]=[C:9]([NH:19][CH2:20][C:21]3[CH:26]=[CH:25][C:24]([O:27][CH3:28])=[C:23]([Cl:29])[CH:22]=3)[C:10]3[CH:15]=[C:14]([N+:16]([O-:18])=[O:17])[S:13][C:11]=3[N:12]=2)[CH:5]=[N:4][CH:3]=[N:2]1. Procedure: Following the procedure of Example 97, the reaction of 1,2,4-triazole with 2-chloro-6-nitro-4-(3-chloro-4-methoxybenzylamino)-thieno-[2,3-d]-pyrimidine gives 2-(1,2,4-triazol-1-yl)-6-nitro-4-(3-chloro-4-methoxybenzylamino)-thieno-[2,3-d]-pyrimidine.